Dataset: the Open Reaction Database (ORD), a public repository of structured organic reaction records. Task: describe an organic reaction: reactants, conditions, products, and yield The reactants are C(O)([O-])=O.[Na+] (Sodium hydrogen carbonate), C(C)(=O)Cl (acetyl chloride), C1CCOC1.O (THF water), O=C1N(C(C2=CC=CC=C12)=O)C1C(CNCC1)NC(OC(C)(C)C)=O (tert-butyl (4-(1,3-dioxoisoindolin-2-yl)piperidin-3-yl)carbamate). The solvent is C(C)(=O)OCC (Ethyl acetate). Conditions: time 0.5 hour. Yields the product C(C)(=O)N1CC(C(CC1)N1C(C2=CC=CC=C2C1=O)=O)NC(OC(C)(C)C)=O (tert-butyl (1-acetyl-4-(1,3-dioxoisoindolin-2-yl)piperidin-3-yl)carbamate). Reaction SMILES: C(=O)([O-])O.[Na+].[C:6](Cl)(=[O:8])[CH3:7].C1COCC1.O.[O:16]=[C:17]1[C:25]2[C:20](=[CH:21][CH:22]=[CH:23][CH:24]=2)[C:19](=[O:26])[N:18]1[CH:27]1[CH2:32][CH2:31][NH:30][CH2:29][CH:28]1[NH:33][C:34](=[O:40])[O:35][C:36]([CH3:39])([CH3:38])[CH3:37]>C(OCC)(=O)C>[C:6]([N:30]1[CH2:31][CH2:32][CH:27]([N:18]2[C:17](=[O:16])[C:25]3[C:20](=[CH:21][CH:22]=[CH:23][CH:24]=3)[C:19]2=[O:26])[CH:28]([NH:33][C:34](=[O:40])[O:35][C:36]([CH3:38])([CH3:37])[CH3:39])[CH2:29]1)(=[O:8])[CH3:7] |f:0.1,3.4|. Procedure: Sodium hydrogen carbonate (341 mg) and acetyl chloride (0.086 ml) were added to a THF/water (2 ml/2 ml) solution containing tert-butyl (4-(1,3-dioxoisoindolin-2-yl)piperidin-3-yl)carbamate (280 mg) obtained in the 2nd step under ice cooling, followed by stirring at room temperature for 0.5 hours. Ethyl acetate was added to the reaction solution. The organic layers were washed with saturated saline and dried over anhydrous sodium sulfate. Next, the solvent was distilled away under reduced pressur... Starting materials: NC1=C(C=CC2=CC=CC=C12)N (1,2-Diaminonaphthalene), BrCCC(=O)OCC (ethyl 3-bromopropionate), O (water), C(=O)(O)[O-].[Na+] (NaHCO3). The solvent is CN(C)C=O (DMF). Product: C(C)OC(CCNC1=C(C=CC2=CC=CC=C12)N)=O (3-(2-Aminonaphthalen-1-ylamino)propionic acid ethyl ester). RXN SMILES: [NH2:1][C:2]1[C:11]2[C:6](=[CH:7][CH:8]=[CH:9][CH:10]=2)[CH:5]=[CH:4][C:3]=1[NH2:12].Br[CH2:14][CH2:15][C:16]([O:18][CH2:19][CH3:20])=[O:17].O.C([O-])(O)=O.[Na+]>CN(C=O)C>[CH2:19]([O:18][C:16](=[O:17])[CH2:15][CH2:14][NH:1][C:2]1[C:11]2[C:6](=[CH:7][CH:8]=[CH:9][CH:10]=2)[CH:5]=[CH:4][C:3]=1[NH2:12])[CH3:20] |f:3.4|. Procedure details: A solution of VII (11.4 g, 58 mmol) and ethyl 3-bromopropionate (7.5 mL, 58 mmol) in DMF (120 mL) was heated to 50° C. for 8 h. The reaction mixture was poured into water and neutralized with NaHCO3. The products were extracted into CH2Cl2 (2×200 mL). The combined organics were washed with water (4×200 mL) and dried over Na2SO4. The solvent was evaporated in vacuo and the products separated by flash chromatography using 27% EtOAc in hexane as the eluant to give the product VIII, 2.60 g (17%) as ... Starting materials: Clc1ncc(Br)c(Nc2ccccc2)n1, CN(C)CC(O)CN(C)c1ccc(N)cc1. Reaction SMILES: [NH:1]([c:2]1[cH:3][cH:4][cH:5][cH:6][cH:7]1)[c:8]1[n:9][c:10]([Cl:15])[n:11][cH:12][c:13]1[Br:14].[OH:16][CH:17]([CH2:18][N:19]([CH3:20])[c:21]1[cH:22][cH:23][c:24]([NH2:25])[cH:26][cH:27]1)[CH2:28][N:29]([CH3:30])[CH3:31]>>[NH:1]([c:2]1[cH:3][cH:4][cH:5][cH:6][cH:7]1)[c:8]1[n:9][c:10]([NH:25][c:24]2[cH:23][cH:22][c:21]([N:19]([CH2:18][CH:17]([OH:16])[CH2:28][N:29]([CH3:30])[CH3:31])[CH3:20])[cH:27][cH:26]2)[n:11][cH:12][c:13]1[Br:14]. The product is CN(C)CC(O)CN(C)c1ccc(Nc2ncc(Br)c(Nc3ccccc3)n2)cc1. Starting materials: SCCC(=O)O (βmercaptopropionic acid), C1CCCCCC1 (cycloheptane), CN(C=O)C (dimethylformamide), C([O-])([O-])=O.[Cs+].[Cs+] (cesium carbonate). Conditions: temperature 60 celsius. Product: N[C@H]1[C@@H](CCCC1)SCCC(=O)O ((±)-trans-2-amino-1-[2-(carboxy)ethylthio]-cyclohexane). RXN SMILES: [CH2:1]1[CH2:7][CH2:6][CH2:5][CH2:4][CH2:3]C1.[SH:8][CH2:9][CH2:10][C:11]([OH:13])=[O:12].C(=O)([O-])[O-].[Cs+].[Cs+].C[N:21](C)C=O>>[NH2:21][C@@H:3]1[CH2:4][CH2:5][CH2:6][CH2:7][C@H:1]1[S:8][CH2:9][CH2:10][C:11]([OH:13])=[O:12] |f:2.3.4|. Procedure: (±)-7-(tert-Butoxycarbonyl)-7-aza-bicyclo-[4.1.0]- cycloheptane (0.5 g, 2.68 mmol) was dissolved in 2 mL dimethylformamide and βmercaptopropionic acid (0.318 g, 3 mmol). After the addition of cesium carbonate (1.95 g, 6 mmol), the mixture was stirred at 60° C. until the TLC indicated the full consumption of starting material (appro. 4 hrs). The reaction mixture was diluted with water, the pH was adjusted to 4 (with 2.4 M HCl) and finally extracted with methylene chloride. The solvent layer was w... Isolated yield 16.8%. Procedure details: A stirred solution of 3-hydroxy-2-methylpyridine (1.0 g, 9.2 mmol), phenyltrimethylammonium bromide (2.2 g, 11 mmol) and sodium methoxide (550 mg, 11 mmol) in dimethylformamide (10 ml) was heated under reflux for 3 hours, then the cool reaction mixture washed with water (40 ml) and extracted with ether (3×40 ml). The combined extracts were dried (Na2SO4) and evaporated under reduced pressure, then the residue purified by column chromatography on silica gel, using hexane:ethyl acetate (1:1) as el... Starting materials: OC=1C(=NC=CC1)C (3-hydroxy-2-methylpyridine), C[O-].[Na+] (sodium methoxide). RXN SMILES: [OH:1][C:2]1[C:3]([CH3:8])=[N:4][CH:5]=[CH:6][CH:7]=1.[CH3:9][O-].[Na+]>[Br-].C1([N+](C)(C)C)C=CC=CC=1.CN(C)C=O>[CH3:9][O:1][C:2]1[C:3]([CH3:8])=[N:4][CH:5]=[CH:6][CH:7]=1 |f:1.2,3.4|. Product: COC=1C(=NC=CC1)C (3-Methoxy-2-methylpyridine). The solvent is CN(C=O)C (dimethylformamide). The reagents and catalysts are [Br-].C1(=CC=CC=C1)[N+](C)(C)C (phenyltrimethylammonium bromide). The reagents and catalysts are CN(C1=CC=NC=C1)C (4-dimethylaminopyridine). Solvent: ClCCl (dichloromethane). The product is C(C)(C)OC1=CC=C(C=C1)C1=CC(=CC=C1)C1NC2=CC=C(C=C2C(C1)(C)C)C(=O)NS(=O)(=O)C (N-[2-(4′-isopropoxy-biphenyl-3-yl)-4,4-dimethyl-1,2,3,4-tetrahydro-quinoline-6-carbonyl]-methanesulfonamide). Reactants: C(C)(C)OC1=CC=C(C=C1)C1=CC(=CC=C1)C1NC2=CC=C(C=C2C(C1)(C)C)C(=O)O (2-(4′-isopropoxy-biphenyl-3-yl)-4,4-dimethyl-1,2,3,4-tetrahydro-quinoline-6-carboxylic acid), Cl.CN(CCCN=C=NCC)C (1-(3-dimethylaminopropyl)-3-ethylcarbodiimide hydrochloride), CS(=O)(=O)N (methane sulfonamide). As a reaction SMILES: [CH:1]([O:4][C:5]1[CH:10]=[CH:9][C:8]([C:11]2[CH:16]=[CH:15][CH:14]=[C:13]([CH:17]3[CH2:26][C:25]([CH3:28])([CH3:27])[C:24]4[C:19](=[CH:20][CH:21]=[C:22]([C:29]([OH:31])=O)[CH:23]=4)[NH:18]3)[CH:12]=2)=[CH:7][CH:6]=1)([CH3:3])[CH3:2].Cl.CN(C)CCCN=C=NCC.[CH3:44][S:45]([NH2:48])(=[O:47])=[O:46]>CN(C)C1C=CN=CC=1.ClCCl>[CH:1]([O:4][C:5]1[CH:10]=[CH:9][C:8]([C:11]2[CH:16]=[CH:15][CH:14]=[C:13]([CH:17]3[CH2:26][C:25]([CH3:28])([CH3:27])[C:24]4[C:19](=[CH:20][CH:21]=[C:22]([C:29]([NH:48][S:45]([CH3:44])(=[O:47])=[O:46])=[O:31])[CH:23]=4)[NH:18]3)[CH:12]=2)=[CH:7][CH:6]=1)([CH3:2])[CH3:3] |f:1.2|. The yield is 19.9%. Procedure details: A mixture of 2-(4′-isopropoxy-biphenyl-3-yl)-4,4-dimethyl-1,2,3,4-tetrahydro-quinoline-6-carboxylic acid (120 mg, 0.29 mmol), 1-(3-dimethylaminopropyl)-3-ethylcarbodiimide hydrochloride (83 mg, 0.43 mmol), 4-dimethylaminopyridine (52.5 mg, 0.43 mmol), methane sulfonamide (83 mg, 0.87 mmol) in dichloromethane (10 mL) was refluxed for 12 h. Removal of the solvent to afford the oil residue. Purification by Waters automated flash system (column: Xterra 30 mm×100 mm, sample manager 2767, pump 2525, d...